Dataset: the Open Reaction Database (ORD), a public repository of structured organic reaction records. Task: describe an organic reaction: reactants, conditions, products, and yield Starting materials: CCOC(C)=O, [Na+], O=C([O-])O, N#Cc1cnc(O)c2c1[nH]c1cc(C(F)(F)F)ccc12, O=P(Cl)(Cl)Cl. Product: N#Cc1cnc(Cl)c2c1[nH]c1cc(C(F)(F)F)ccc12. Reaction SMILES: [CH3:31][CH2:32][O:33][C:34]([CH3:35])=[O:36].[Na+:30].[O-:26][C:27]([OH:28])=[O:29].[OH:1][c:2]1[n:3][cH:4][c:5]([C:19]#[N:20])[c:6]2[nH:7][c:8]3[cH:9][c:10]([C:15]([F:16])([F:17])[F:18])[cH:11][cH:12][c:13]3[c:14]12.[P:21]([Cl:22])([Cl:23])([Cl:24])=[O:25]>>[c:2]1([Cl:23])[n:3][cH:4][c:5]([C:19]#[N:20])[c:6]2[nH:7][c:8]3[cH:9][c:10]([C:15]([F:16])([F:17])[F:18])[cH:11][cH:12][c:13]3[c:14]12. Starting materials: CCN=C=NCCCN(C)C, CNOC, ClCCl, Cl, Cl, O=C(O)c1ccc([N+](=O)[O-])c(F)c1. Yields the product CON(C)C(=O)c1ccc([N+](=O)[O-])c(F)c1. Reaction SMILES: [CH3:17][CH2:18][N:19]=[C:20]=[N:21][CH2:22][CH2:23][CH2:24][N:25]([CH3:26])[CH3:27].[CH3:29][O:30][NH:31][CH3:32].[Cl:1][CH2:2][Cl:3].[ClH:28].[ClH:33].[F:4][c:5]1[cH:6][c:7]([C:8](=[O:9])[OH:10])[cH:11][cH:12][c:13]1[N+:14](=[O:15])[O-:16]>>[F:4][c:5]1[cH:6][c:7]([C:8](=[O:9])[N:31]([O:30][CH3:29])[CH3:32])[cH:11][cH:12][c:13]1[N+:14](=[O:15])[O-:16].